This data is from the Open Reaction Database (ORD), a public repository of structured organic reaction records. The task is: describe an organic reaction: reactants, conditions, products, and yield The reactants are CC1(C(C1)C(=O)N)C (2,2-dimethyl-cyclopropanecarboxylic acid amide), [H-].[H-].[H-].[H-].[Li+].[Al+3] (LiAlH4), COC(CC(C)=O)=O (3-oxo-butyric acid methyl ester), C1(CCCCC1)N (cyclohexylamine), FC(C1=C(C=C(C=C1)C(F)(F)F)C(CBr)=O)(F)F (1-(2,5-bis-trifluoromethyl-phenyl)-2-bromo-ethanone), CC1(C(C1)CN)C (C-(2,2-dimethyl-cyclopropyl)-methylamine), R3—(CH2)m—NH2. The product is C1(CCCCC1)NC(=O)C1=C(N(C(=C1)C1=C(C=CC(=C1)C(F)(F)F)C(F)(F)F)CC1C(C1)(C)C)C (5-(2,5-Bis-trifluoromethyl-phenyl)-1-(2,2-dimethyl-cyclopropylmethyl)-2-methyl-1H-pyrrole-3-carboxylic acid cyclohexylamide). As a reaction SMILES: C[O:2][C:3](=O)[CH2:4][C:5](=O)[CH3:6].[F:9][C:10]([F:26])([F:25])[C:11]1[CH:16]=[CH:15][C:14]([C:17]([F:20])([F:19])[F:18])=[CH:13][C:12]=1[C:21](=O)[CH2:22]Br.[CH3:27][C:28]1([CH3:33])[CH2:30][CH:29]1[CH2:31][NH2:32].CC1(C)CC1C(N)=O.[H-].[H-].[H-].[H-].[Li+].[Al+3].[CH:48]1([NH2:54])[CH2:53][CH2:52][CH2:51][CH2:50][CH2:49]1>>[CH:48]1([NH:54][C:3]([C:4]2[CH:22]=[C:21]([C:12]3[CH:13]=[C:14]([C:17]([F:20])([F:19])[F:18])[CH:15]=[CH:16][C:11]=3[C:10]([F:26])([F:25])[F:9])[N:32]([CH2:31][CH:29]3[CH2:30][C:28]3([CH3:33])[CH3:27])[C:5]=2[CH3:6])=[O:2])[CH2:53][CH2:52][CH2:51][CH2:50][CH2:49]1 |f:4.5.6.7.8.9|. Procedure details: The title compound was synthesized in analogy to Example 68, using 3-oxo-butyric acid methyl ester as compound of formula R, 1-(2,5-bis-trifluoromethyl-phenyl)-2-bromo-ethanone as compound of formula S, C-(2,2-dimethyl-cyclopropyl)-methylamine (prepared from 2,2-dimethyl-cyclopropanecarboxylic acid amide by reduction with LiAlH4 according to the procedure described by Saski et al. J. Org. Chem. 1971, 36, 1968-1971) as R3—(CH2)m—NH2 and cyclohexylamine as R1R2NH, MS (ISP) 501.3 (M+H)+. Starting materials: CCOC(=O)C (EtOAc), BrC=1C(=CC(=C(C1)S(=O)(=O)N(C1=NC=C(C=C1)F)CC1=C(C=C(C=C1)OC)OC)F)OC1=CC(=C(C=C1)C#N)F (5-bromo-4-(4-cyano-3-fluorophenoxy)-N-(2,4-dimethoxybenzyl)-2-fluoro-N-(5-fluoropyridin-2-yl)benzenesulfonamide). The reagents and catalysts are [Zn] (zinc). Solvent: C1CCOC1 (THF), CC(=O)O (AcOH), O (water). Conditions: time 70 hour. Yields the product C(#N)C1=C(C=C(OC2=CC(=C(C=C2)S(=O)(=O)NC2=NC=C(C=C2)F)F)C=C1)F (4-(4-cyano-3-fluorophenoxy)-2-fluoro-N-(5-fluoropyridin-2-yl)benzenesulfonamide). The yield is 11.3%. Reaction SMILES: Br[C:2]1[C:3]([O:31][C:32]2[CH:37]=[CH:36][C:35]([C:38]#[N:39])=[C:34]([F:40])[CH:33]=2)=[CH:4][C:5]([F:30])=[C:6]([S:8]([N:11](CC2C=CC(OC)=CC=2OC)[C:12]2[CH:17]=[CH:16][C:15]([F:18])=[CH:14][N:13]=2)(=[O:10])=[O:9])[CH:7]=1.CCOC(C)=O>C1COCC1.CC(O)=O.O.[Zn]>[C:38]([C:35]1[CH:36]=[CH:37][C:32]([O:31][C:3]2[CH:2]=[CH:7][C:6]([S:8]([NH:11][C:12]3[CH:17]=[CH:16][C:15]([F:18])=[CH:14][N:13]=3)(=[O:10])=[O:9])=[C:5]([F:30])[CH:4]=2)=[CH:33][C:34]=1[F:40])#[N:39]. Procedure: To a solution of 5-bromo-4-(4-cyano-3-fluorophenoxy)-N-(2,4-dimethoxybenzyl)-2-fluoro-N-(5-fluoropyridin-2-yl)benzenesulfonamide (Preparation 1, 220 mg, 0.35 mmol) in THF (8 mL), AcOH (10 mL) and water (2.5 mL) was added zinc dust (800 mg, 12.2 mmol). The reaction mixture was left to stir at room temperature for 70 hours. To the reaction mixture was added EtOAc (25 mL) and the mixture filtered through celite and washed with EtOAc (50 mL). The filtrate was retained and to this was added saturated... Reactants: CC(=O)Cl, CCOC(C)=O, CC(C)C(NC(=O)Cn1c(-c2cccs2)ncc(N)c1=O)C(=O)C(F)(F)F, [Na+], [Na+], O=C([O-])[O-], C1CCOC1. Yields the product CC(=O)Nc1cnc(-c2cccs2)n(CC(=O)NC(C(=O)C(F)(F)F)C(C)C)c1=O. Reaction SMILES: [CH3:34][C:35]([Cl:36])=[O:37].[CH3:38][CH2:39][O:40][C:41](=[O:42])[CH3:43].[NH2:1][c:2]1[cH:3][n:4][c:5](-[c:23]2[s:24][cH:25][cH:26][cH:27]2)[n:6]([CH2:9][C:10](=[O:11])[NH:12][CH:13]([C:14]([C:15]([F:16])([F:17])[F:18])=[O:19])[CH:20]([CH3:21])[CH3:22])[c:7]1=[O:8].[Na+:28].[Na+:29].[O-:30][C:31](=[O:32])[O-:33].[O:44]1[CH2:45][CH2:46][CH2:47][CH2:48]1>>[NH:1]([c:2]1[cH:3][n:4][c:5](-[c:23]2[s:24][cH:25][cH:26][cH:27]2)[n:6]([CH2:9][C:10](=[O:11])[NH:12][CH:13]([C:14]([C:15]([F:16])([F:17])[F:18])=[O:19])[CH:20]([CH3:21])[CH3:22])[c:7]1=[O:8])[C:35]([CH3:34])=[O:37]. The reactants are CC(C=O)Cc1ccc(C(C)(C)C)cc1, C1CCNCC1, Cc1ccccc1. Yields the product CC(=CN1CCCCC1)Cc1ccc(C(C)(C)C)cc1. Reaction SMILES: [C:1]([CH3:2])([CH3:3])([CH3:4])[c:5]1[cH:6][cH:7][c:8]([CH2:11][CH:12]([CH:13]=[O:14])[CH3:15])[cH:9][cH:10]1.[CH2:16]1[CH2:17][CH2:18][NH:19][CH2:20][CH2:21]1.[CH3:22][c:23]1[cH:24][cH:25][cH:26][cH:27][cH:28]1>>[C:1]([CH3:2])([CH3:3])([CH3:4])[c:5]1[cH:6][cH:7][c:8]([CH2:11][C:12](=[CH:13][N:19]2[CH2:18][CH2:17][CH2:16][CH2:21][CH2:20]2)[CH3:15])[cH:9][cH:10]1. Reactants: BrCCCc1ccccc1, OCCCCCCO, CN(C)CC(N)CC(=O)OCc1ccccc1, Cl, Cl, OCCCCCCOCCCc1ccccc1, O=C(O)CCCCCOCCCc1ccccc1. Product: CN(C)CC(CC(=O)OCc1ccccc1)NC(=O)CCCCCOCCCc1ccccc1. RXN SMILES: [Br:9][CH2:10][CH2:11][CH2:12][c:13]1[cH:14][cH:15][cH:16][cH:17][cH:18]1.[CH2:1]([OH:2])[CH2:3][CH2:4][CH2:5][CH2:6][CH2:7][OH:8].[CH2:56]([c:57]1[cH:58][cH:59][cH:60][cH:61][cH:62]1)[O:63][C:64]([CH2:65][CH:66]([CH2:67][N:68]([CH3:69])[CH3:70])[NH2:71])=[O:72].[ClH:54].[ClH:55].[c:19]1([CH2:25][CH2:26][CH2:27][O:28][CH2:29][CH2:30][CH2:31][CH2:32][CH2:33][CH2:34][OH:35])[cH:20][cH:21][cH:22][cH:23][cH:24]1.[c:36]1([CH2:37][CH2:38][CH2:39][O:40][CH2:41][CH2:42][CH2:43][CH2:44][CH2:45][C:46]([OH:47])=[O:48])[cH:49][cH:50][cH:51][cH:52][cH:53]1>>[c:19]1([CH2:25][CH2:26][CH2:27][O:28][CH2:29][CH2:30][CH2:31][CH2:32][CH2:33][C:34](=[O:35])[NH:71][CH:66]([CH2:65][C:64]([O:63][CH2:56][c:57]2[cH:58][cH:59][cH:60][cH:61][cH:62]2)=[O:72])[CH2:67][N:68]([CH3:69])[CH3:70])[cH:20][cH:21][cH:22][cH:23][cH:24]1.